This data is from the Open Reaction Database (ORD), a public repository of structured organic reaction records. The task is: describe an organic reaction: reactants, conditions, products, and yield The reactants are COC=1N=C2CCC(N(C2=CC1)C)=O (6-methoxy-1-methyl-3,4-dihydro-1H-[1,5]naphthyridin-2-one), O (water), O (water), BrBr (bromine). The solvent is C(C)(=O)O (acetic acid). Reaction conditions: temperature 60 celsius. Product: BrC1=C(N=C2CCC(N(C2=C1)C)=O)OC (7-bromo-6-methoxy-1-methyl-3,4-dihydro-1H-[1,5]naphthyridin-2-one). The yield is 82.1%. As a reaction SMILES: [CH3:1][O:2][C:3]1[N:4]=[C:5]2[C:10](=[CH:11][CH:12]=1)[N:9]([CH3:13])[C:8](=[O:14])[CH2:7][CH2:6]2.O.[Br:16]Br>C(O)(=O)C>[Br:16][C:12]1[CH:11]=[C:10]2[C:5]([CH2:6][CH2:7][C:8](=[O:14])[N:9]2[CH3:13])=[N:4][C:3]=1[O:2][CH3:1]. Procedure: To a solution of 0.6 g (3.1 mmol) 6-methoxy-1-methyl-3,4-dihydro-1H-[1,5]naphthyridin-2-one in 8 ml of acetic acid was added 8 ml of water. To this mixture was added 0.32 ml (6.2 mmol) of bromine. The reaction mixture was heated to 60° C. for 1 hour. The reaction mixture was cooled to room temperature and poured into 50 ml of water. The suspension was extracted with ethyl acetate. The ethyl acetate extracts were dried (Na2SO4) and evaporated. The residue was chromatographed on silica using chlor... The reactants are COC1=CC=C(C=C1)S(=O)(=O)N(C1(CCSCC1)C(=O)OC)CC1=CC=CC=C1 (4-[[4-methoxybenzenesulfonyl](benzyl)amino]-4-carbomethoxy-tetrahydrothiopyran), [OH-].[Na+] (sodium hydroxide), [OH-].[Na+] (sodium hydroxide). The solvent is CO (methanol). Reaction conditions: time 18 hour. Product: COC1=CC=C(C=C1)S(=O)(=O)N(C1(CCSCC1)C(=O)O)CC1=CC=CC=C1 (4-[[4-methoxybenzenesulfonyl](benzyl)amino]-4-carboxytetrahydrothiopyran). As a reaction SMILES: [CH3:1][O:2][C:3]1[CH:8]=[CH:7][C:6]([S:9]([N:12]([CH2:23][C:24]2[CH:29]=[CH:28][CH:27]=[CH:26][CH:25]=2)[C:13]2([C:19]([O:21]C)=[O:20])[CH2:18][CH2:17][S:16][CH2:15][CH2:14]2)(=[O:11])=[O:10])=[CH:5][CH:4]=1.[OH-].[Na+]>CO>[CH3:1][O:2][C:3]1[CH:4]=[CH:5][C:6]([S:9]([N:12]([CH2:23][C:24]2[CH:25]=[CH:26][CH:27]=[CH:28][CH:29]=2)[C:13]2([C:19]([OH:21])=[O:20])[CH2:14][CH2:15][S:16][CH2:17][CH2:18]2)(=[O:11])=[O:10])=[CH:7][CH:8]=1 |f:1.2|. Reported procedure: To a solution of 4-[[4-methoxybenzenesulfonyl](benzyl)amino]-4-carbomethoxy-tetrahydrothiopyran (800.0 mg, 1.9 mmol) in methanol (50 mL) is added 1N sodium hydroxide (25 mL). The mixture is heated to reflux for 10 hours, and then solid sodium hydroxide is added (3.0 g, excess) and refluxing is continued for 18 hours. The mixture is concentrated to a volume of approximately 30 mL and acidified with citric acid (pH=5). The mixture is partitioned between ethyl acetate and water. The organic layer i...